From a dataset of the Open Reaction Database (ORD), a public repository of structured organic reaction records. describe an organic reaction: reactants, conditions, products, and yield The reactants are [Al+3], CCOc1ccc(OCC)c(C)c1, O=C(Cl)CCCC1CCCCC1, [Cl-], [Cl-], [Cl-], ClC(Cl)(Cl)Cl, ClCCl, Cl. Yields the product CCOc1cc(C(=O)CCCC2CCCCC2)c(OCC)cc1C. As a reaction SMILES: [Al+3:14].[CH2:17]([CH3:18])[O:19][c:20]1[c:21]([CH3:29])[cH:22][c:23]([O:26][CH2:27][CH3:28])[cH:24][cH:25]1.[CH:1]1([CH2:7][CH2:8][CH2:9][C:10](=[O:11])[Cl:12])[CH2:2][CH2:3][CH2:4][CH2:5][CH2:6]1.[Cl-:13].[Cl-:15].[Cl-:16].[Cl:31][C:32]([Cl:33])([Cl:34])[Cl:35].[Cl:36][CH2:37][Cl:38].[ClH:30]>>[CH:1]1([CH2:7][CH2:8][CH2:9][C:10](=[O:11])[c:24]2[c:23]([O:26][CH2:27][CH3:28])[cH:22][c:21]([CH3:29])[c:20]([O:19][CH2:17][CH3:18])[cH:25]2)[CH2:2][CH2:3][CH2:4][CH2:5][CH2:6]1. Starting materials: [Li].ClC1=NC=CC(=C1)C(=CC(C(=O)OCC)=O)[O-] (Lithium 1-(2-chloropyridin-4-yl)-4-ethoxy-3,4-dioxobut-1-en-1-olate), ClC=1C=C(C=C(C1)F)C1=CC(=NN1C1=NC=CC=C1)C(=O)O (5-(3-Chloro-5-fluorophenyl)-1-(pyridin-2-yl)-1H-pyrazole-3-carboxylic acid), Cl.ClC=1C=C(C=CC1F)NN (3-chloro-4-fluorophenylhydrazine hydrochloride). Yields the product ClC=1C=C(C=CC1F)N1N=C(C=C1C1=CC(=NC=C1)Cl)C(=O)O (1-(3-Chloro-4-fluorophenyl)-5-(2-chloropyridin-4-yl)-1H-pyrazole-3-carboxylic acid). As a reaction SMILES: [Li].[Cl:2][C:3]1[CH:8]=[C:7]([C:9]([O-])=[CH:10][C:11](=O)[C:12]([O:14]CC)=[O:13])[CH:6]=[CH:5][N:4]=1.ClC1C=C(C2N(C3C=CC=CN=3)N=C(C(O)=O)C=2)C=C(F)C=1.Cl.[Cl:42][C:43]1[CH:44]=[C:45]([NH:50][NH2:51])[CH:46]=[CH:47][C:48]=1[F:49]>>[Cl:42][C:43]1[CH:44]=[C:45]([N:50]2[C:9]([C:7]3[CH:6]=[CH:5][N:4]=[C:3]([Cl:2])[CH:8]=3)=[CH:10][C:11]([C:12]([OH:14])=[O:13])=[N:51]2)[CH:46]=[CH:47][C:48]=1[F:49] |f:0.1,3.4,^1:0|. Procedure: 560 mg (2.14 mmol) of the compound of Example 19A is reacted analogously to the synthesis of the compound of Example 20A with 464 mg (2.36 mmol) of 3-chloro-4-fluorophenylhydrazine hydrochloride. After hydrolysis, 488 mg (65% of theory) of the title compound is obtained. Reactants: solution, [Cl-].C[Zn+] (methylzinc chloride), ClC=1N=C(C2=C(N1)N(C=C2I)S(=O)(=O)C2=CC=C(C=C2)C)Cl (2,4-dichloro-5-iodo-7-[(4-methylphenyl)sulfonyl]-7H-pyrrolo[2,3-d]pyrimidine). Reagents/catalysts: C=1C=CC(=CC1)[P](C=2C=CC=CC2)(C=3C=CC=CC3)[Pd]([P](C=4C=CC=CC4)(C=5C=CC=CC5)C=6C=CC=CC6)([P](C=7C=CC=CC7)(C=8C=CC=CC8)C=9C=CC=CC9)[P](C=1C=CC=CC1)(C=1C=CC=CC1)C=1C=CC=CC1 (Pd(PPh3)4). Solvent: C1CCOC1 (THF), C1CCOC1 (THF), C(C)(=O)OCC (ethyl acetate). Reaction conditions: temperature 60 celsius, time 18 hour. Product: ClC=1N=C(C2=C(N1)N(C=C2C)S(=O)(=O)C2=CC=C(C=C2)C)Cl (2,4-dichloro-5-methyl-7-[(4-methylphenyl)sulfonyl]-7H-pyrrolo[2,3-d]pyrimidine). As a reaction SMILES: [Cl:1][C:2]1[N:3]=[C:4]([Cl:22])[C:5]2[C:10](I)=[CH:9][N:8]([S:12]([C:15]3[CH:20]=[CH:19][C:18]([CH3:21])=[CH:17][CH:16]=3)(=[O:14])=[O:13])[C:6]=2[N:7]=1.[Cl-].[CH3:24][Zn+]>C1COCC1.C(OCC)(=O)C.C1C=CC([P]([Pd]([P](C2C=CC=CC=2)(C2C=CC=CC=2)C2C=CC=CC=2)([P](C2C=CC=CC=2)(C2C=CC=CC=2)C2C=CC=CC=2)[P](C2C=CC=CC=2)(C2C=CC=CC=2)C2C=CC=CC=2)(C2C=CC=CC=2)C2C=CC=CC=2)=CC=1>[Cl:1][C:2]1[N:3]=[C:4]([Cl:22])[C:5]2[C:10]([CH3:24])=[CH:9][N:8]([S:12]([C:15]3[CH:20]=[CH:19][C:18]([CH3:21])=[CH:17][CH:16]=3)(=[O:14])=[O:13])[C:6]=2[N:7]=1 |f:1.2,^1:40,42,61,80|. Procedure: 2,4-dichloro-5-iodo-7-[(4-methylphenyl)sulfonyl]-7H-pyrrolo[2,3-d]pyrimidine (800 mg, 1.71 mmol) and Pd(PPh3)4 (40 mg, 0.034 mmol) were combined in dry THF (20 ml) and a 2M solution of methylzinc chloride in THF (1.28 ml, 2.56 mmol) was added under N2. The reaction mixture was let stir at 60° C. for 18 h at which time the reaction was diluted with ethyl acetate and the organic layer was washed with a saturated solution of sodium bicarbonate, water and a saturated brine solution, then dried over ... Reactants: O=C(Cl)c1ccccc1SCc1ccccc1, COc1ccc(CSc2ccccc2C(=O)O)cc1, CN1CCNCC1, O, O=S(Cl)Cl, c1ccccc1. The product is COc1ccc(CSc2ccccc2C(=O)N2CCN(C)CC2)cc1. RXN SMILES: [CH2:1]([S:2][c:3]1[c:4]([C:9]([Cl:10])=[O:11])[cH:5][cH:6][cH:7][cH:8]1)[c:12]1[cH:13][cH:14][cH:15][cH:16][cH:17]1.[CH3:18][O:19][c:20]1[cH:21][cH:22][c:23]([CH2:24][S:25][c:26]2[c:27]([C:28](=[O:29])[OH:30])[cH:31][cH:32][cH:33][cH:34]2)[cH:35][cH:36]1.[CH3:41][N:42]1[CH2:43][CH2:44][NH:45][CH2:46][CH2:47]1.[OH2:54].[S:37]([Cl:38])([Cl:39])=[O:40].[cH:48]1[cH:49][cH:50][cH:51][cH:52][cH:53]1>>[CH3:18][O:19][c:20]1[cH:21][cH:22][c:23]([CH2:24][S:25][c:26]2[c:27]([C:28](=[O:30])[N:45]3[CH2:44][CH2:43][N:42]([CH3:41])[CH2:47][CH2:46]3)[cH:31][cH:32][cH:33][cH:34]2)[cH:35][cH:36]1. The reactants are FC1=C(C=CC=C1)CC(=O)OC (methyl (2-fluorophenyl)acetate), solution, [Li+].C[Si](C)(C)[N-][Si](C)(C)C (LiHMDS), CCCCCC (hexane), [Cl-].[Na+] (sodium chloride), ClC1=C(C(=O)Cl)C=CC=N1 (2-chloronicotinoyl chloride), [Cl-].[NH4+] (ammonium chloride). The solvent is O (water), O (water), C1CCOC1 (THF), O (water). Run at temperature -78 celsius, time 1 hour. The product is ClC1=NC=CC=C1C(CC1=C(C=CC=C1)F)=O (1-(2-Chloropyridin-3-yl)-2-(2-fluorophenyl)ethanone). Reaction SMILES: [F:1][C:2]1[CH:7]=[CH:6][CH:5]=[CH:4][C:3]=1[CH2:8][C:9]([O:11]C)=O.[Li+].C[Si]([N-][Si](C)(C)C)(C)C.CCCCCC.[Cl:29][C:30]1[N:38]=[CH:37][CH:36]=[CH:35][C:31]=1C(Cl)=O.[Cl-].[NH4+].[Cl-].[Na+]>C1COCC1.O>[Cl:29][C:30]1[C:31]([C:9](=[O:11])[CH2:8][C:3]2[CH:4]=[CH:5][CH:6]=[CH:7][C:2]=2[F:1])=[CH:35][CH:36]=[CH:37][N:38]=1 |f:1.2,5.6,7.8|. Reported procedure: A solution of 5.00 g (29.7 mmol) of methyl (2-fluorophenyl)acetate in 80 ml of THF is added dropwise to a 1 N solution of LiHMDS in hexane (35.7 ml, 35.7 mmol) cooled to −78° C. The mixture is stirred at −78° C. for 1 h and then 6.28 g (35.7 mmol) of 2-chloronicotinoyl chloride are added, and the mixture is stirred for a further hour. It is warmed to RT, and saturated ammonium chloride solution is added. The mixture is diluted with water and extracted with diethyl ether. The organic phase is dri... Starting materials: ClCC1=CC=C(C=C1)C1=C(N=C(N1)C1=CC=C(C=C1)[N+](=O)[O-])C(=O)NC=1SC=CN1 (5-(4-chloromethylphenyl)-2-(4-nitrophenyl)-N-(2-thiazolyl)imidazole-4-carboxamide), CS(=O)[O-].[Na+] (sodium methanesulfinate), O (water). Solvent: CN(C=O)C (dimethylformamide). Run at temperature 80 celsius, time 1 hour. Product: Cl.CS(=O)OCC1=CC=C(C=C1)C1=C(N=C(N1)C1=CC=C(C=C1)[N+](=O)[O-])C(=O)NC=1SC=CN1 (5-(4-methanesulfinyloxymethylphenyl)-2-(4-nitrophenyl)-N-(2-thiazolyl) imidazole-4-carboxamide hydrochloride). Yield: 88.9%. Reaction SMILES: [Cl:1][CH2:2][C:3]1[CH:8]=[CH:7][C:6]([C:9]2[NH:13][C:12]([C:14]3[CH:19]=[CH:18][C:17]([N+:20]([O-:22])=[O:21])=[CH:16][CH:15]=3)=[N:11][C:10]=2[C:23]([NH:25][C:26]2[S:27][CH:28]=[CH:29][N:30]=2)=[O:24])=[CH:5][CH:4]=1.[CH3:31][S:32]([O-:34])=[O:33].[Na+].O>CN(C)C=O>[ClH:1].[CH3:31][S:32]([O:34][CH2:2][C:3]1[CH:8]=[CH:7][C:6]([C:9]2[NH:13][C:12]([C:14]3[CH:19]=[CH:18][C:17]([N+:20]([O-:22])=[O:21])=[CH:16][CH:15]=3)=[N:11][C:10]=2[C:23]([NH:25][C:26]2[S:27][CH:28]=[CH:29][N:30]=2)=[O:24])=[CH:5][CH:4]=1)=[O:33] |f:1.2,5.6|. Reported procedure: 5-(4-Chloromethylphenyl)-2-(4-nitrophenyl)-N-(2-thiazolyl)-imidazole-4-carboxamide (700 mg) obtained in Example 94 and sodium methanesulfinate (325 mg) were dissolved in dimethylformamide (30 ml) and the mixture was stirred at 80° C. for 1 hr. The mixture was poured into water (100 ml) and extracted with ethyl acetate. The ethyl acetate layer was washed with water and, after drying, the solvent was evaporated. The obtained residue was suspended in acetone (30 ml) and 1 M hydrochloric acid—ether ... The reactants are BrCC=1C=NC(=NC1)C1=CC=CC=C1 (5-(Bromomethyl)-2-phenylpyrimidine), N1C=NC=C1 (imidazole), C(=O)([O-])[O-].[K+].[K+] (K2CO3). Solvent: C(C)#N (acetonitrile). Product: N1(C=NC=C1)CC1=NC(=NC=C1)C1=CC=CC=C1 ((1H-imidazol-1-yl)methyl-2-phenylpyrimidine). RXN SMILES: BrC[C:3]1[CH:4]=[N:5][C:6]([C:9]2[CH:14]=[CH:13][CH:12]=[CH:11][CH:10]=2)=[N:7][CH:8]=1.[NH:15]1[CH:19]=[CH:18][N:17]=[CH:16]1.[C:20]([O-])([O-])=O.[K+].[K+]>C(#N)C>[N:15]1([CH2:20][C:8]2[CH:3]=[CH:4][N:5]=[C:6]([C:9]3[CH:10]=[CH:11][CH:12]=[CH:13][CH:14]=3)[N:7]=2)[CH:19]=[CH:18][N:17]=[CH:16]1 |f:2.3.4|. Reported procedure: Synthesized using compound 64a (70 mg, 0.28 mmol), imidazole (76 mg, 1.12 mmol) and K2CO3 (195 mg, 1.41 mmol) in acetonitrile according to Method B. Crude product was purified by flash chromatography on silica-gel using ethyl acetate as eluent. After flash chromatography the product was recrystallized in ethyl acetate. Light yellow solid. Yield: 62 mg, 94%. 1H NMR (CDCl3, 500 MHz): δH (ppm)=5.17 (s, 2H), 6.94 (t, J=1.3 Hz, 1H), 7.15 (t, J=1.1 Hz, 1H), 7.47-7.54 (m, 3H), 7.61 (s, 1H), 8.41-8.46 (...